This data is from the Open Reaction Database (ORD), a public repository of structured organic reaction records. The task is: describe an organic reaction: reactants, conditions, products, and yield Reactants: COc1cc2c(=O)[nH]cnc2cc1OCCCN1CCN(C)CC1, CC(C)=O, CN(C)C=O, O=S(Cl)Cl. The product is COc1cc2c(Cl)ncnc2cc1OCCCN1CCN(C)CC1. Reaction SMILES: [CH3:1][O:2][c:3]1[cH:4][c:5]2[c:6](=[O:24])[nH:7][cH:8][n:9][c:10]2[cH:11][c:12]1[O:13][CH2:14][CH2:15][CH2:16][N:17]1[CH2:18][CH2:19][N:20]([CH3:23])[CH2:21][CH2:22]1.[CH3:30][C:31](=[O:32])[CH3:33].[O:25]=[CH:26][N:27]([CH3:28])[CH3:29].[S:34]([Cl:35])([Cl:36])=[O:37]>>[CH3:1][O:2][c:3]1[cH:4][c:5]2[c:6]([Cl:36])[n:7][cH:8][n:9][c:10]2[cH:11][c:12]1[O:13][CH2:14][CH2:15][CH2:16][N:17]1[CH2:18][CH2:19][N:20]([CH3:23])[CH2:21][CH2:22]1. Starting materials: FC1=CC=C(C=C1)C1=CC=C(C=C1)C#CC1CCC2(OCCO2)CC1 (8-[(4'-fluoro-4-biphenylyl)ethynyl]-1,4-dioxaspiro[4.5]decane), Cl (hydrochloric acid). The solvent is C(C)OCC (diethyl ether), O1CCCC1 (tetrahydrofuran). Yields the product FC1=CC=C(C=C1)C1=CC=C(C=C1)C#CC1CCC(CC1)=O (4-[(4'-fluoro-4-biphenylyl)ethynyl]cyclohexanone). Yield: 98.3%. RXN SMILES: [F:1][C:2]1[CH:7]=[CH:6][C:5]([C:8]2[CH:13]=[CH:12][C:11]([C:14]#[C:15][CH:16]3[CH2:25][CH2:24][C:19]4(OCC[O:20]4)[CH2:18][CH2:17]3)=[CH:10][CH:9]=2)=[CH:4][CH:3]=1.Cl>O1CCCC1.C(OCC)C>[F:1][C:2]1[CH:3]=[CH:4][C:5]([C:8]2[CH:13]=[CH:12][C:11]([C:14]#[C:15][CH:16]3[CH2:25][CH2:24][C:19](=[O:20])[CH2:18][CH2:17]3)=[CH:10][CH:9]=2)=[CH:6][CH:7]=1. Procedure details: A solution of 1.30 g of 8-[(4'-fluoro-4-biphenylyl)ethynyl]-1,4-dioxaspiro[4.5]decane in 30 ml of tetrahydrofuran was stirred with 3.5 ml of 3N hydrochloric acid for 2.4 hours. The reaction mixture was diluted with diethyl ether, washed with saturated sodium hydrogen carbonate solution and with saturated sodium chloride solution, dried over sodium sulphate, filtered and concentrated. 1.11 g of 4-[(4'-fluoro-4-biphenylyl)ethynyl]cyclohexanone were obtained.